The task is: describe an organic reaction: reactants, conditions, products, and yield. This data is from the Open Reaction Database (ORD), a public repository of structured organic reaction records. The reactants are C(CCl)Cl (EDC), C=1C=CC2=C(C1)N=NN2O (HOBT), NCC=1C(=C(C(=CC1)Cl)OC=1C=C(C#N)C=C(C1)Cl)F (3-{[3-(aminomethyl)-6-chloro-2-fluorophenyl]oxy}-5-chlorobenzonitrile), CC(C)(C)OC(=O)N(C=1NC(=C(N1)Br)C(=O)O)C(=O)OC(C)(C)C (2-(bis{[(1,1-dimethylethyl)oxy]carbonyl}amino)-4-bromo-1H-imidazole-5-carboxylic acid), C([O-])(O)=O.[Na+] (sodium bicarbonate). Solvent: CN(C)C=O (DMF). Conditions: time 8 hour. Yields the product CC(C)(C)OC(=O)N(C(=O)OC(C)(C)C)C=1NC(=C(N1)Br)C(=O)NCC1=C(C(=C(C=C1)Cl)OC1=CC(=CC(=C1)C#N)Cl)F (bis(1,1-dimethylethyl)(4-bromo-5-{[({4-chloro-3-[(3-chloro-5-cyanophenyl)oxy]-2-fluorophenyl}methyl)amino]carbonyl}-1H-imidazol-2-yl)imidodicarbonate). The yield is 40.5%. RXN SMILES: C(Cl)CCl.C1C=CC2N(O)N=NC=2C=1.[NH2:15][CH2:16][C:17]1[C:18]([F:34])=[C:19]([O:24][C:25]2[CH:26]=[C:27]([CH:30]=[C:31]([Cl:33])[CH:32]=2)[C:28]#[N:29])[C:20]([Cl:23])=[CH:21][CH:22]=1.[CH3:35][C:36]([O:39][C:40]([N:42]([C:52]([O:54][C:55]([CH3:58])([CH3:57])[CH3:56])=[O:53])[C:43]1[NH:44][C:45]([C:49](O)=[O:50])=[C:46]([Br:48])[N:47]=1)=[O:41])([CH3:38])[CH3:37].C(=O)(O)[O-].[Na+]>CN(C=O)C>[CH3:58][C:55]([O:54][C:52]([N:42]([C:43]1[NH:44][C:45]([C:49]([NH:15][CH2:16][C:17]2[CH:22]=[CH:21][C:20]([Cl:23])=[C:19]([O:24][C:25]3[CH:26]=[C:27]([C:28]#[N:29])[CH:30]=[C:31]([Cl:33])[CH:32]=3)[C:18]=2[F:34])=[O:50])=[C:46]([Br:48])[N:47]=1)[C:40]([O:39][C:36]([CH3:35])([CH3:37])[CH3:38])=[O:41])=[O:53])([CH3:56])[CH3:57] |f:4.5|. Procedure: EDC (0.022 g, 0.116 mmol) and HOBT (0.016 g, 0.116 mmol) were added to a solution of 3-{[3-(aminomethyl)-6-chloro-2-fluorophenyl]oxy}-5-chlorobenzonitrile (0.033 g, 0.106 mmol) and 2-(bis{[(1,1-dimethylethyl)oxy]carbonyl}amino)-4-bromo-1H-imidazole-5-carboxylic acid (0.043 g, 0.106 mmol) in DMF (2 mL). The mixture was stirred at RT overnight. Saturated sodium bicarbonate was added and the reaction mixture was extracted with EtOAc. The organic layer was dried over sodium sulfate and concentrated.... Starting materials: COC1=C(C=C(C=C1)C1COCCOC1)[N+](=O)[O-] (6-(4-methoxy-3-nitro-phenyl)-1,4-dioxepane), COC1=CC=C(C2=C1N=C(S2)N)OC2=CC=CC=C2 (4-methoxy-7-phenoxy-benzothiazol-2-yl-amine). Product: O1CCOCC(C1)C1=CC=C(C=2N=C(SC21)N)OC (7-[1,4]Dioxepan-6-yl-4-methoxy-benzothiazol-2-ylamine). The yield is 57.0%. RXN SMILES: [CH3:1][O:2][C:3]1[CH:8]=[CH:7][C:6]([CH:9]2[CH2:15][O:14][CH2:13][CH2:12][O:11][CH2:10]2)=[CH:5][C:4]=1[N+:16]([O-])=O.COC1C2[N:27]=[C:28](N)[S:29]C=2C(OC2C=CC=CC=2)=CC=1>>[O:14]1[CH2:15][CH:9]([C:6]2[C:5]3[S:29][C:28]([NH2:27])=[N:16][C:4]=3[C:3]([O:2][CH3:1])=[CH:8][CH:7]=2)[CH2:10][O:11][CH2:12][CH2:13]1. Procedure details: The title compound was prepared from 6-(4-methoxy-3-nitro-phenyl)-1,4-dioxepane in exact the same manner as described in WO01/97786 for 4-methoxy-7-phenoxy-benzothiazol-2-yl-amine in 57% yield (3.7 g). MS: m/e=281(M+H+). Reactants: C(=O)(OC(C)(C)C)NCCN (mono-Boc-1,2-ethylenediamine), Cl.ClC1=[N+](C=CC=C1)[O-] (2-chloropyridine-N-oxide hydrochloride), C(=O)(O)[O-].[Na+] (NaHCO3), C(C)(C)(CC)O (tert-amyl alcohol). The solvent is C(Cl)Cl (CH2Cl2). Conditions: time 47 hour. Product: C(=O)(OC(C)(C)C)NCCNC1=[N+](C=CC=C1)[O-] (2-[[2-(Boc-amino)ethyl]amino]pyridine-N-oxide). The yield is 89.3%. As a reaction SMILES: [C:1]([NH:8][CH2:9][CH2:10][NH2:11])([O:3][C:4]([CH3:7])([CH3:6])[CH3:5])=[O:2].Cl.Cl[C:14]1[CH:19]=[CH:18][CH:17]=[CH:16][N+:15]=1[O-:20].C([O-])(O)=O.[Na+].C(O)(CC)(C)C>C(Cl)Cl>[C:1]([NH:8][CH2:9][CH2:10][NH:11][C:14]1[CH:19]=[CH:18][CH:17]=[CH:16][N+:15]=1[O-:20])([O:3][C:4]([CH3:5])([CH3:6])[CH3:7])=[O:2] |f:1.2,3.4|. Procedure details: A mixture of mono-Boc-1,2-ethylenediamine (5.83 g, 36.39 mmole), 2-chloropyridine-N-oxide hydrochloride (7.25 g, 43.67 mmole), NaHCO3 (15.29 g, 182 mmole), and tert-amyl alcohol (36 mL) was heated at reflux. After 47 hr, the dark brown mixture was cooled, diluted with CH2Cl2 (100 mL), and suction filtered to remove insoluble materials. The filtrate was concentrated and reconcentrated from toluene. Silica gel chromatography (10% MeOH/CHCl3) gave impure title compound (8.23 g, 89%) as a yellow sol... The reactants are COC(=O)C1C(NS(C2=C1SC=C2)(=O)=O)=O (3,4-dihydro-4-methoxycarbonyl-3-oxo-2H-thieno[ 2,3-e] 1,2-thiazine 1,1-dioxide), NC1=NC=CC=C1 (2-aminopyridine), C=1(C(=CC=CC1)C)C (xylene). Product: CN1S(C2=C(C(C1=O)C(NC1=NC=CC=C1)=O)SC=C2)(=O)=O (3,4-Dihydro-2-methyl-3-oxo-4-(2-pyridyl-carbamoyl)-2H-thieno [2,3-e] 1,2-thiazine 1,1-dioxide). RXN SMILES: CO[C:3]([CH:5]1[C:10]2[S:11][CH:12]=[CH:13][C:9]=2[S:8](=[O:15])(=[O:14])[NH:7][C:6]1=[O:16])=[O:4].[NH2:17][C:18]1[CH:23]=[CH:22][CH:21]=[CH:20][N:19]=1.[C:24]1(C)C(C)=CC=CC=1>>[CH3:24][N:7]1[C:6](=[O:16])[CH:5]([C:3](=[O:4])[NH:17][C:18]2[CH:23]=[CH:22][CH:21]=[CH:20][N:19]=2)[C:10]2[S:11][CH:12]=[CH:13][C:9]=2[S:8]1(=[O:14])=[O:15]. Procedure details: 0.3 G. of 3,4-dihydro-4-methoxycarbonyl-3-oxo-2H-thieno[ 2,3-e] 1,2-thiazine 1,1-dioxide and 0.13 g. of 2-aminopyridine are dissolved in 30 ml. of absolute xylene and the solution is heated for 1 hour under reflux. After cooling, the crystals are removed by filtration and recrystallized from glacial acetic acid. 3,4-Dihydro-2-methyl-3-oxo-4-(2-pyridyl-carbamoyl)-2H-thieno [2,3-e] 1,2-thiazine 1,1-dioxide, melting point 225° C. to 256° C. (decomposition), is obtained. Reaction SMILES: [CH3:23][CH2:24][OH:25].[Cl:1][c:2]1[cH:3][cH:4][c:5](-[c:8]2[n:9][s:10][c:11]3[c:12]2[cH:13][cH:14][c:15]([C:17]#[C:18][CH2:19][N:20]([CH3:21])[CH3:22])[cH:16]3)[cH:6][cH:7]1>>[Cl:1][c:2]1[cH:3][cH:4][c:5](-[c:8]2[n:9][s:10][c:11]3[c:12]2[cH:13][cH:14][c:15]([CH2:17][CH2:18][CH2:19][N:20]([CH3:21])[CH3:22])[cH:16]3)[cH:6][cH:7]1. Starting materials: CCO, CN(C)CC#Cc1ccc2c(-c3ccc(Cl)cc3)nsc2c1. Product: CN(C)CCCc1ccc2c(-c3ccc(Cl)cc3)nsc2c1.